Dataset: the Open Reaction Database (ORD), a public repository of structured organic reaction records. Task: describe an organic reaction: reactants, conditions, products, and yield Reactants: OC1=C(C=C2C(=O)OCC2)C=CC=C1 (α-(2′-hydroxybenzylidene)-γ-butyrolactone), C([O-])([O-])=O.[K+].[K+] (potassium carbonate), S(=O)(=O)(OC[C@@H]1CO1)C1=CC=C([N+](=O)[O-])C=C1 ((S)-glycidyl nosylate). Run in CN(C=O)C (dimethylformamide). Conditions: time 2 day. Product: O1[C@H](COC2=C(C=C3C(=O)OCC3)C=CC=C2)C1 ((S)-α-(2′-(2,3-epoxypropan-1-yloxy)benzylidene)-γ-butyrolactone). Isolated yield 70.8%. Reaction SMILES: [OH:1][C:2]1[CH:14]=[CH:13][CH:12]=[CH:11][C:3]=1[CH:4]=[C:5]1[CH2:10][CH2:9][O:8][C:6]1=[O:7].C(=O)([O-])[O-].[K+].[K+].S(C1C=CC([N+]([O-])=O)=CC=1)(O[CH2:25][C@H:26]1[O:28][CH2:27]1)(=O)=O>CN(C)C=O>[O:28]1[CH2:27][C@H:26]1[CH2:25][O:1][C:2]1[CH:14]=[CH:13][CH:12]=[CH:11][C:3]=1[CH:4]=[C:5]1[CH2:10][CH2:9][O:8][C:6]1=[O:7] |f:1.2.3|. Procedure details: To α-(2′-hydroxybenzylidene)-γ-butyrolactone (60 g) were added dimethylformamide (600 ml) and potassium carbonate (87 g) and (S)-glycidyl nosylate (82 g) was added. The reaction mixture was stirred for 2 days at room temperature. The reaction mixture was concentrated under reduced pressure and water was added. The mixture was extracted with ethyl acetate. The organic layer was dried over anhydrous sodium sulfate and concentrated under reduced pressure. The obtained crystals were recrystallized f...